describe an organic reaction: reactants, conditions, products, and yield From a dataset of the Open Reaction Database (ORD), a public repository of structured organic reaction records. Starting materials: C(CCC)[Li] (butyllithium), Cl (Hydrochloric acid), CC(C)(C)NS(=O)(=O)C1=CN(C2=CC=CC=C12)CCOC1OCCCC1 (N-(1,1-dimethylethyl)-1-[2-(tetrahydro-2-pyranyloxy)-ethyl]-1H-indole-3-sulfonamide), C(=O)=O (dry ice). The solvent is C1CCOC1 (THF), hexanes. Reaction conditions: temperature -60 celsius. Yields the product CC(C)(C)NS(=O)(=O)C1=C(N(C2=CC=CC=C12)CCOC1OCCCC1)C(=O)O (3-[[(1,1-Dimethylethyl)amino]sulfonyl]-1-[2-(tetrahydro-2-pyranyloxy)ethyl]-1H-indole-2-carboxylic acid). Yield: 90.2%. RXN SMILES: [CH3:1][C:2]([NH:5][S:6]([C:9]1[C:17]2[C:12](=[CH:13][CH:14]=[CH:15][CH:16]=2)[N:11]([CH2:18][CH2:19][O:20][CH:21]2[CH2:26][CH2:25][CH2:24][CH2:23][O:22]2)[CH:10]=1)(=[O:8])=[O:7])([CH3:4])[CH3:3].C([Li])CCC.[C:32](=[O:34])=[O:33].Cl>C1COCC1>[CH3:4][C:2]([NH:5][S:6]([C:9]1[C:17]2[C:12](=[CH:13][CH:14]=[CH:15][CH:16]=2)[N:11]([CH2:18][CH2:19][O:20][CH:21]2[CH2:26][CH2:25][CH2:24][CH2:23][O:22]2)[C:10]=1[C:32]([OH:34])=[O:33])(=[O:8])=[O:7])([CH3:1])[CH3:3]. Procedure details: A solution of 1.8 g (4.7 mmol) of N-(1,1-dimethylethyl)-1-[2-(tetrahydro-2-pyranyloxy)-ethyl]-1H-indole-3-sulfonamide was dissolved in 30 mL anhydrous THF and cooled to -60° C. under nitrogen atmosphere. To this was added dropwise, with stirring, 8.0 mL (12.8 mmol) 1.6M butyllithium in hexanes and the mixture allowed to warm to 0° C. for 20 minutes then recooled to -60° C. A large excess of crushed dry ice (4 g CO2) was added all at once then the mixture was stirred overnight at ambient temperat... Starting materials: BrC(C(C(C)(SC(F)(F)F)C)=O)OC1=CC=C(C=C1)Cl (1-bromo-1-(4-chlorophenoxy)-3-methyl-3-trifluoromethylthio-butan-2-one), N1N=CN=C1 (1,2,4-triazole). The solvent is C(C)#N (acetonitrile). The product is ClC1=CC=C(OC(C(C(C)(SC(F)(F)F)C)=O)N2N=CN=C2)C=C1 (1-(4-chlorophenoxy)-3-methyl-1-(1,2,4-triazol-1-yl)-3-trifluoromethylthio-butan-2-one). Yield: 36.5%. RXN SMILES: Br[CH:2]([O:13][C:14]1[CH:19]=[CH:18][C:17]([Cl:20])=[CH:16][CH:15]=1)[C:3](=[O:12])[C:4]([CH3:11])([S:6][C:7]([F:10])([F:9])[F:8])[CH3:5].[NH:21]1[CH:25]=[N:24][CH:23]=[N:22]1>C(#N)C>[Cl:20][C:17]1[CH:18]=[CH:19][C:14]([O:13][CH:2]([N:21]2[CH:25]=[N:24][CH:23]=[N:22]2)[C:3](=[O:12])[C:4]([CH3:11])([S:6][C:7]([F:10])([F:9])[F:8])[CH3:5])=[CH:15][CH:16]=1. Procedure: 29 g (0.075 mol) of crude 1-bromo-1-(4-chlorophenoxy)-3-methyl-3-trifluoromethylthio-butan-2-one and 16 g (0.25 mol) of 1,2,4-triazole in 150 ml of acetonitrile were heated under reflux for 1 hour. Thereafter, the mixture was concentrated and the residue was taken up with methylene chloride/water. The organic phase was separated off, dried over sodium sulphate and concentrated again. The oil residue was chromatographed. 10.4 g (37% of theory) of 1-(4-chlorophenoxy)-3-methyl-1-(1,2,4-triazol-1-yl... Starting materials: ClC=1C=C2N=C3C=CC(=CC3=C(C2=CC1)Cl)OC (6,9-dichloro-2-methoxyacridine), C1(CC1)CN(CCCCN)CC (N1-(cyclopropylmethyl)-N1-ethylbutane-1,4-diamine). Product: ClC=1C=C2N=C3C=CC(=CC3=C(C2=CC1)NCCCCN(CC)CC1CC1)OC (N1-(6-Chloro-2-methoxyacridin-9-yl)-N4-(cyclopropylmethyl)-N4-ethylbutane-1,4-diamine). As a reaction SMILES: [Cl:1][C:2]1[CH:3]=[C:4]2[C:13](=[CH:14][CH:15]=1)[C:12](Cl)=[C:11]1[C:6]([CH:7]=[CH:8][C:9]([O:17][CH3:18])=[CH:10]1)=[N:5]2.[CH:19]1([CH2:22][N:23]([CH2:29][CH3:30])[CH2:24][CH2:25][CH2:26][CH2:27][NH2:28])[CH2:21][CH2:20]1>>[Cl:1][C:2]1[CH:3]=[C:4]2[C:13](=[CH:14][CH:15]=1)[C:12]([NH:28][CH2:27][CH2:26][CH2:25][CH2:24][N:23]([CH2:22][CH:19]1[CH2:21][CH2:20]1)[CH2:29][CH3:30])=[C:11]1[C:6]([CH:7]=[CH:8][C:9]([O:17][CH3:18])=[CH:10]1)=[N:5]2. Reported procedure: Following the general procedure of Example 1 and making non-critical variations but using 6,9-dichloro-2-methoxyacridine, N1-(cyclopropylmethyl)-N1-ethylbutane-1,4-diamine (Step 1), the title compound is obtained; MS (Found M+1=412). The reactants are BrC1=CC=C(C=C1)C(C)NC1CCCC1 (N-[1-(4-bromophenyl)ethyl]cyclopentanamine), B1(OC(C(O1)(C)C)(C)C)B2OC(C(O2)(C)C)(C)C (bis(pinacolato)diboron), BrC=1C=2C3=C(C(NC2C=CC1OC)=O)SC=C3 (9-bromo-8-methoxythieno[2,3-c]quinolin-4(5H)-one). Yields the product C1(CCCC1)NC(C)C1=CC=C(C=C1)C=1C=2C3=C(C(NC2C=CC1OC)=O)SC=C3 (9-{4-[1-(Cyclopentylamino)ethyl]phenyl}-8-methoxythieno[2,3-c]quinolin-4(5H)-one). Isolated yield 97.3%. As a reaction SMILES: Br[C:2]1[CH:7]=[CH:6][C:5]([CH:8]([NH:10][CH:11]2[CH2:15][CH2:14][CH2:13][CH2:12]2)[CH3:9])=[CH:4][CH:3]=1.B1(B2OC(C)(C)C(C)(C)O2)OC(C)(C)C(C)(C)O1.Br[C:35]1[C:36]2[C:37]3[CH:50]=[CH:49][S:48][C:38]=3[C:39](=[O:47])[NH:40][C:41]=2[CH:42]=[CH:43][C:44]=1[O:45][CH3:46]>>[CH:11]1([NH:10][CH:8]([C:5]2[CH:6]=[CH:7][C:2]([C:35]3[C:36]4[C:37]5[CH:50]=[CH:49][S:48][C:38]=5[C:39](=[O:47])[NH:40][C:41]=4[CH:42]=[CH:43][C:44]=3[O:45][CH3:46])=[CH:3][CH:4]=2)[CH3:9])[CH2:15][CH2:14][CH2:13][CH2:12]1. Procedure details: Following General Procedure E, N-[1-(4-bromophenyl)ethyl]cyclopentanamine (600 mg, 2.3 mmol) was reacted with bis(pinacolato)diboron (410 mg, 1.6 mmol) to afford the crude boronic ester which was reacted with 9-bromo-8-methoxythieno[2,3-c]quinolin-4(5H)-one (250 mg, 0.81 mmol) to afford the desired product (330 mg, 97%) as a brown solid: 1H NMR (300 MHz, CD3OD) δ 7.73-7.64 (m, 2H), 7.60-7.50 (m, 2H), 7.47-7.34 (m, 3H), 6.01 (d, J=5.4 Hz, 1H), 4.57 (q, J=6.8 Hz, 1H), 3.74 (s, 3H), 3.62-3.45 (m, 1... Reactants: [Li]CCCC, COc1cc(C)c(C=O)c(OC)c1OC, CCOCC, Cc1ccccc1, CC(C)NC(C)C, FC(F)(F)c1cc(Cl)c(Cl)nc1Cl, [Li]c1c(Cl)c(Cl)nc(Cl)c1C(F)(F)F, O. The product is COc1cc(C)c(C(O)c2c(Cl)c(Cl)nc(Cl)c2C(F)(F)F)c(OC)c1OC. As a reaction SMILES: [CH2:1]([Li:2])[CH2:3][CH2:4][CH3:5].[CH3:40][O:41][c:42]1[c:43]([CH:44]=[O:45])[c:46]([CH3:54])[cH:47][c:48]([O:52][CH3:53])[c:49]1[O:50][CH3:51].[CH3:55][CH2:56][O:57][CH2:58][CH3:59].[CH3:60][c:61]1[cH:62][cH:63][cH:64][cH:65][cH:66]1.[CH:6]([NH:7][CH:8]([CH3:9])[CH3:10])([CH3:11])[CH3:12].[Cl:13][c:14]1[n:15][c:16]([Cl:25])[c:17]([C:21]([F:22])([F:23])[F:24])[cH:18][c:19]1[Cl:20].[Cl:26][c:27]1[c:28]([Cl:29])[c:30]([Li:31])[c:32]([C:33]([F:34])([F:35])[F:36])[c:37]([Cl:38])[n:39]1.[OH2:67]>>[Cl:13][c:14]1[n:15][c:16]([Cl:25])[c:17]([C:21]([F:22])([F:23])[F:24])[c:18]([CH:44]([c:43]2[c:42]([O:41][CH3:40])[c:49]([O:50][CH3:51])[c:48]([O:52][CH3:53])[cH:47][c:46]2[CH3:54])[OH:45])[c:19]1[Cl:20]. The reactants are CC(C)(C)[Si](Cl)(c1ccccc1)c1ccccc1, CC(O)CCCO, CCOCC, CN(C)C=O, c1c[nH]cn1. The product is CC(O)CCCO[Si](c1ccccc1)(c1ccccc1)C(C)(C)C. Reaction SMILES: [C:13]([CH3:14])([CH3:15])([CH3:16])[Si:17]([c:18]1[cH:19][cH:20][cH:21][cH:22][cH:23]1)([c:24]1[cH:25][cH:26][cH:27][cH:28][cH:29]1)[Cl:30].[CH2:1]([CH2:2][CH2:3][CH:4]([CH3:5])[OH:6])[OH:7].[CH3:31][CH2:32][O:33][CH2:34][CH3:35].[CH3:36][N:37]([CH3:38])[CH:39]=[O:40].[nH:8]1[cH:9][cH:10][n:11][cH:12]1>>[CH2:1]([CH2:2][CH2:3][CH:4]([CH3:5])[OH:6])[O:7][Si:17]([C:13]([CH3:14])([CH3:15])[CH3:16])([c:18]1[cH:19][cH:20][cH:21][cH:22][cH:23]1)[c:24]1[cH:25][cH:26][cH:27][cH:28][cH:29]1. Starting materials: C(=O)(OC)CN1CSC=C(C1=O)N1C(C=2C(C1=O)=CC=CC2)=O (3-Carbomethoxymethyl-4-oxo-5-phthalimido-1,3-thiazine), O1CCCC1 (tetrahydrofuran), Cl (hydrochloric acid). The solvent is O (water). Yields the product C(=O)(O)CN1CSC=C(C1=O)N1C(C=2C(C1=O)=CC=CC2)=O (3-Carboxymethyl-4-oxo-5-phthalimido-1,3-thiazine). As a reaction SMILES: [C:1]([CH2:5][N:6]1[C:11](=[O:12])[C:10]([N:13]2[C:17](=[O:18])[C:16]3=[CH:19][CH:20]=[CH:21][CH:22]=[C:15]3[C:14]2=[O:23])=[CH:9][S:8][CH2:7]1)([O:3]C)=[O:2].O1CCCC1.Cl>O>[C:1]([CH2:5][N:6]1[C:11](=[O:12])[C:10]([N:13]2[C:14](=[O:23])[C:15]3=[CH:22][CH:21]=[CH:20][CH:19]=[C:16]3[C:17]2=[O:18])=[CH:9][S:8][CH2:7]1)([OH:3])=[O:2]. Procedure details: A 24 mg. (0.07 mmole) sample of the methyl ester product obtained in Step A. above, in a solution of 1.5 ml. of tetrahydrofuran, 0.5 ml. of water, and 0.25 ml. of concentrated hydrochloric acid, was refluxed under nitrogen for 3.5 hrs. The solution was cooled and diluted with 5 ml. of water and then extracted four times with a total of 15 ml. of dichloromethane. The organic phase was dried over sodium sulfate and concentrated in vacuo. The resulting residue was triturated with dichloromethane an... The reactants are O=C([O-])[O-], CN(C)CCN, ClP(Cl)Cl, [K+], [K+], Nc1nc(C(=O)O)c(-c2ccncc2)s1, O, c1ccncc1. Product: CN(C)CCNC(=O)c1nc(N)sc1-c1ccncc1. As a reaction SMILES: [C:26](=[O:27])([O-:28])[O-:29].[CH3:1][N:2]([CH2:3][CH2:4][NH2:5])[CH3:6].[Cl:7][P:8]([Cl:9])[Cl:10].[K+:30].[K+:31].[NH2:11][c:12]1[s:13][c:14](-[c:20]2[cH:21][cH:22][n:23][cH:24][cH:25]2)[c:15]([C:17](=[O:18])[OH:19])[n:16]1.[OH2:38].[cH:32]1[cH:33][cH:34][n:35][cH:36][cH:37]1>>[CH3:1][N:2]([CH2:3][CH2:4][NH:5][C:17]([c:15]1[c:14](-[c:20]2[cH:21][cH:22][n:23][cH:24][cH:25]2)[s:13][c:12]([NH2:11])[n:16]1)=[O:18])[CH3:6]. Starting materials: O=C([O-])[O-], CCNC(=O)c1ccc(-n2nnc(C(=O)NC3CC3)c2COS(C)(=O)=O)cc1, CC#N, CCOC(C)=O, OCC(F)F, [K+], [K+]. RXN SMILES: [C:29](=[O:30])([O-:31])[O-:32].[CH3:1][S:2](=[O:3])(=[O:4])[O:5][CH2:6][c:7]1[c:8]([C:23](=[O:24])[NH:25][CH:26]2[CH2:27][CH2:28]2)[n:9][n:10][n:11]1-[c:12]1[cH:13][cH:14][c:15]([C:18](=[O:19])[NH:20][CH2:21][CH3:22])[cH:16][cH:17]1.[CH3:40][C:41]#[N:42].[CH3:43][CH2:44][O:45][C:46](=[O:47])[CH3:48].[F:35][CH:36]([CH2:37][OH:38])[F:39].[K+:33].[K+:34]>>[O:5]([CH2:6][c:7]1[c:8]([C:23](=[O:24])[NH:25][CH:26]2[CH2:27][CH2:28]2)[n:9][n:10][n:11]1-[c:12]1[cH:13][cH:14][c:15]([C:18](=[O:19])[NH:20][CH2:21][CH3:22])[cH:16][cH:17]1)[CH2:37][CH:36]([F:35])[F:39]. The product is CCNC(=O)c1ccc(-n2nnc(C(=O)NC3CC3)c2COCC(F)F)cc1. The reactants are CC(C)OC(=O)c1cc(-n2cc(C3CC3)nc2S)ccc1F, O, O=[N+]([O-])O. The product is CC(C)OC(=O)c1cc(-n2cnc(C3CC3)c2)ccc1F. Reaction SMILES: [CH:1]1([c:4]2[n:5][c:6]([SH:22])[n:7](-[c:9]3[cH:10][cH:11][c:12]([F:21])[c:13]([C:14](=[O:15])[O:16][CH:17]([CH3:18])[CH3:19])[cH:20]3)[cH:8]2)[CH2:2][CH2:3]1.[OH2:27].[OH:23][N+:24](=[O:25])[O-:26]>>[CH:1]1([c:4]2[n:5][cH:6][n:7](-[c:9]3[cH:10][cH:11][c:12]([F:21])[c:13]([C:14](=[O:15])[O:16][CH:17]([CH3:18])[CH3:19])[cH:20]3)[cH:8]2)[CH2:2][CH2:3]1.